Dataset: the Open Reaction Database (ORD), a public repository of structured organic reaction records. Task: describe an organic reaction: reactants, conditions, products, and yield Reactants: [Br-], Fc1c(F)c(F)c(C2CO2)c(F)c1F, [Li+], Br[Ni]Br, O=P([O-])([O-])[O-], C1CCOC1. The product is OC(CBr)c1c(F)c(F)c(F)c(F)c1F. Reaction SMILES: [Br-:16].[F:1][c:2]1[c:3]([CH:4]2[CH2:5][O:6]2)[c:7]([F:14])[c:8]([F:13])[c:9]([F:12])[c:10]1[F:11].[Li+:15].[Ni:27]([Br:28])[Br:29].[O-:17][P:18](=[O:19])([O-:20])[O-:21].[O:22]1[CH2:23][CH2:24][CH2:25][CH2:26]1>>[F:1][c:2]1[c:3]([CH:4]([CH2:5][Br:16])[OH:6])[c:7]([F:14])[c:8]([F:13])[c:9]([F:12])[c:10]1[F:11]. Reactants: aqueous solution, COC1=NC(=NC(=C1)OC)OC1=C(C(=CC=C1)[N+](=O)[O-])C1=CN=CO1 (5-[2-(4,6-dimethoxypyrimidine-2-yloxy)-6-nitrophenyl]oxazole), C(C)(=O)O (acetic acid), CCC(=O)C (MEK). Reagents/catalysts: [Ag] (silver). The solvent is C(C)(=O)OCC (ethyl acetate). Reaction conditions: temperature 50 celsius. The product is NC1=C(C(=CC=C1)OC1=NC(=CC(=N1)OC)OC)C1=CN=CO1 (5-[2-amino-6-(4,6-dimethoxypyrimidine-2-yloxy)phenyl]oxazole). As a reaction SMILES: C(O)(=O)C.CCC(C)=O.[CH3:10][O:11][C:12]1[CH:17]=[C:16]([O:18][CH3:19])[N:15]=[C:14]([O:20][C:21]2[CH:26]=[CH:25][CH:24]=[C:23]([N+:27]([O-])=O)[C:22]=2[C:30]2[O:34][CH:33]=[N:32][CH:31]=2)[N:13]=1>[Ag].C(OCC)(=O)C>[NH2:27][C:23]1[CH:24]=[CH:25][CH:26]=[C:21]([O:20][C:14]2[N:15]=[C:16]([O:18][CH3:19])[CH:17]=[C:12]([O:11][CH3:10])[N:13]=2)[C:22]=1[C:30]1[O:34][CH:33]=[N:32][CH:31]=1. Procedure: 0.24 g silver powder was suspended in 60% aqueous solution of acetic acid in a volume of 3.2 ml, and MEK solution of 0.6 g 5-[2-(4,6-dimethoxypyrimidine-2-yloxy)-6-nitrophenyl]oxazole was fed dropwise thereto at 50° C. while stirring, then the resulting solution was further stirred for 2 hours at 60-70° C. After completing the reaction, the solution reacted was added with ethyl acetate and was filtrated. The filtrate was washed with water and saturated saline solution in turn and was then dried ... Starting materials: C, COc1cc(C=CC(=O)N(CCCCN(C)C)C2CCC(C)CC2)ccc1O, CO, [H][H], [Pd]. Yields the product COc1cc(CCC(=O)N(CCCCN(C)C)C2CCC(C)CC2)ccc1O. Reaction SMILES: [C:33].[CH3:1][N:2]([CH2:3][CH2:4][CH2:5][CH2:6][N:7]([C:8]([CH:9]=[CH:10][c:11]1[cH:12][c:13]([O:18][CH3:19])[c:14]([OH:17])[cH:15][cH:16]1)=[O:20])[CH:21]1[CH2:22][CH2:23][CH:24]([CH3:27])[CH2:25][CH2:26]1)[CH3:28].[CH3:31][OH:32].[H:29][H:30].[Pd:34]>>[CH3:1][N:2]([CH2:3][CH2:4][CH2:5][CH2:6][N:7]([C:8]([CH2:9][CH2:10][c:11]1[cH:12][c:13]([O:18][CH3:19])[c:14]([OH:17])[cH:15][cH:16]1)=[O:20])[CH:21]1[CH2:22][CH2:23][CH:24]([CH3:27])[CH2:25][CH2:26]1)[CH3:28]. Starting materials: O=C1NC(=O)c2ccccc21, CN(C)C=O, CS(=O)(=O)OCC1OC(n2c3cc(F)ccc3c3c4c(c5c6ccc(F)cc6[nH]c5c32)C(=O)NC4=O)C(O)C(O)C1O, [K]. Yields the product O=C1NC(=O)c2c1c1c3ccc(F)cc3[nH]c1c1c2c2ccc(F)cc2n1C1OC(CN2C(=O)c3ccccc3C2=O)C(O)C(O)C1O. Reaction SMILES: [C:1]1(=[O:11])[c:2]2[c:3]([cH:7][cH:8][cH:9][cH:10]2)[C:4](=[O:6])[NH:5]1.[CH3:55][N:56]([CH3:57])[CH:58]=[O:59].[F:13][c:14]1[cH:15][cH:16][c:17]2[c:18]([cH:19]1)[nH:20][c:21]1[c:22]2[c:23]2[c:24]([c:25]3[c:26]4[cH:27][cH:28][c:29]([F:49])[cH:30][c:31]4[n:32]([CH:34]4[CH:35]([OH:36])[CH:37]([OH:38])[CH:39]([OH:40])[CH:41]([CH2:43][O:44][S:45]([CH3:46])(=[O:47])=[O:48])[O:42]4)[c:33]13)[C:50](=[O:54])[NH:51][C:52]2=[O:53].[K:12]>>[C:1]1(=[O:11])[c:2]2[c:3]([cH:7][cH:8][cH:9][cH:10]2)[C:4](=[O:6])[N:5]1[CH2:43][CH:41]1[CH:39]([OH:40])[CH:37]([OH:38])[CH:35]([OH:36])[CH:34]([n:32]2[c:31]3[c:26]([c:25]4[c:24]5[c:23]([c:22]6[c:17]7[cH:16][cH:15][c:14]([F:13])[cH:19][c:18]7[nH:20][c:21]6[c:33]42)[C:52](=[O:53])[NH:51][C:50]5=[O:54])[cH:27][cH:28][c:29]([F:49])[cH:30]3)[O:42]1. Reactants: CS(C)=O, CCN(C(C)C)C(C)C, Cl, O=[N+]([O-])c1ccccc1F, O=C(NS(=O)(=O)c1cc(C(F)(F)F)cc(C(F)(F)F)c1)C1CCNCC1. The product is O=C(NS(=O)(=O)c1cc(C(F)(F)F)cc(C(F)(F)F)c1)C1CCN(c2ccccc2[N+](=O)[O-])CC1. Reaction SMILES: [CH3:47][S:48]([CH3:49])=[O:50].[CH:1]([N:2]([CH2:3][CH3:4])[CH:5]([CH3:6])[CH3:7])([CH3:8])[CH3:9].[ClH:46].[F:10][c:11]1[c:12]([N+:17](=[O:18])[O-:19])[cH:13][cH:14][cH:15][cH:16]1.[NH:20]1[CH2:21][CH2:22][CH:23]([C:26](=[O:27])[NH:28][S:29](=[O:30])(=[O:31])[c:32]2[cH:33][c:34]([C:42]([F:43])([F:44])[F:45])[cH:35][c:36]([C:38]([F:39])([F:40])[F:41])[cH:37]2)[CH2:24][CH2:25]1>>[c:11]1([N:20]2[CH2:21][CH2:22][CH:23]([C:26](=[O:27])[NH:28][S:29](=[O:30])(=[O:31])[c:32]3[cH:33][c:34]([C:42]([F:43])([F:44])[F:45])[cH:35][c:36]([C:38]([F:39])([F:40])[F:41])[cH:37]3)[CH2:24][CH2:25]2)[c:12]([N+:17](=[O:18])[O-:19])[cH:13][cH:14][cH:15][cH:16]1.